describe an organic reaction: reactants, conditions, products, and yield From a dataset of the Open Reaction Database (ORD), a public repository of structured organic reaction records. The reactants are Cl.Cl.CN1C2CNCC1CC2 (8-Methyl-3,8-diazabicyclo[3.2.1]octane dihydrochloride), [OH-].[Na+] (sodium hydroxide), C(Cl)(Cl)Cl (chloroform), C(C)N(C(=O)Cl)CC (diethylcarbamyl chloride). Run in O (water). Conditions: time 18 hour. The product is Cl.C(C)N(C(=O)N1CC2CCC(C1)N2C)CC (3-(N,N-diethylcarbamyl)-8 -methyl-3,8-diazabicyclo [3.2.1]octane monohydrochloride). The yield is 89.0%. RXN SMILES: Cl.Cl.[CH3:3][N:4]1[CH:9]2[CH2:10][CH2:11][CH:5]1[CH2:6][NH:7][CH2:8]2.[OH-].[Na+].C(Cl)(Cl)[Cl:15].[CH2:18]([N:20]([CH2:24][CH3:25])[C:21](Cl)=[O:22])[CH3:19]>O>[ClH:15].[CH2:18]([N:20]([CH2:24][CH3:25])[C:21]([N:7]1[CH2:6][CH:5]2[N:4]([CH3:3])[CH:9]([CH2:10][CH2:11]2)[CH2:8]1)=[O:22])[CH3:19] |f:0.1.2,3.4,8.9|. Reported procedure: 8-Methyl-3,8-diazabicyclo[3.2.1]octane dihydrochloride (2.5 g, 0.0126 mole) was stirred vigorously in a 2-phase system of 20 ml aqueous 10% sodium hydroxide and 50 ml chloroform for 1/2 hour at room temperature. Then at 0°C, 2.56 g (0.0189 mole) diethylcarbamyl chloride was added and the reaction was stirred 18 hours at room temperature. Hot water (50 ml) was added. The solution was extracted twice with chloroform and the extract dried with sodium sulfate. After evaporation, a solution of the oi...